Dataset: the Open Reaction Database (ORD), a public repository of structured organic reaction records. Task: describe an organic reaction: reactants, conditions, products, and yield The reactants are CO, O=C(Nc1ccc(Cl)cc1)c1cc(Cl)ccc1NC(=O)c1sc(CN2CCSCC2)cc1Cl, O. The product is O=C(Nc1ccc(Cl)cc1)c1cc(Cl)ccc1NC(=O)c1sc(CN2CCS(=O)CC2)cc1Cl. RXN SMILES: [CH3:34][OH:35].[Cl:1][c:2]1[cH:3][cH:4][c:5]([NH:8][C:9]([c:10]2[c:11]([NH:17][C:18](=[O:19])[c:20]3[s:21][c:22]([CH2:26][N:27]4[CH2:28][CH2:29][S:30][CH2:31][CH2:32]4)[cH:23][c:24]3[Cl:25])[cH:12][cH:13][c:14]([Cl:16])[cH:15]2)=[O:33])[cH:6][cH:7]1.[OH2:36]>>[Cl:1][c:2]1[cH:3][cH:4][c:5]([NH:8][C:9]([c:10]2[c:11]([NH:17][C:18](=[O:19])[c:20]3[s:21][c:22]([CH2:26][N:27]4[CH2:28][CH2:29][S:30](=[O:35])[CH2:31][CH2:32]4)[cH:23][c:24]3[Cl:25])[cH:12][cH:13][c:14]([Cl:16])[cH:15]2)=[O:33])[cH:6][cH:7]1. Starting materials: C1(=CC=CC=C1)CC(=S)C1=CC=CC=C1 (2-Phenylthioacetophenone), polyphosphoric acid. The solvent is O (water). Run at temperature 190 celsius. Yields the product C1(=CC=CC=C1)C1=CC2=C(S1)C=CC=C2 (2-Phenylbenzo[b]thiophene). Yield: 55.7%. RXN SMILES: [C:1]1([CH2:7][C:8]([C:10]2[CH:15]=[CH:14][CH:13]=[CH:12][CH:11]=2)=[S:9])[CH:6]=[CH:5][CH:4]=[CH:3][CH:2]=1>O>[C:10]1([C:8]2[S:9][C:6]3[CH:5]=[CH:4][CH:3]=[CH:2][C:1]=3[CH:7]=2)[CH:15]=[CH:14][CH:13]=[CH:12][CH:11]=1. Procedure details: 2-Phenylthioacetophenone (63.8 g) was added to 450 g of polyphosphoric acid at 100° C. and then heated further to 190° C. for three hours. The reaction was allowed to cool below 100° C. before pouring it into a mixture of ice and water. The aqueous solution was extracted with ether. The ether layer was dried with magnesium sulfate and evaporated to yield a tan, amorphous solid. The residue was crystallized from acetone-ethanol to give 35.2 g of the title compound. mp 171° C.-172° C.